From a dataset of the Open Reaction Database (ORD), a public repository of structured organic reaction records. describe an organic reaction: reactants, conditions, products, and yield Starting materials: COC(CCCN(C(=S)N)C1CCCC1)=O (4-(1-cyclopentyl-thioureido)-butyric acid methyl ester), BrCC(=O)C1=CC=C(C=C1)C(C)C (2-bromo-4′-isopropylacetophenone). Yields the product C1(CCCC1)N(CCCC(=O)O)C=1SC=C(N1)C1=CC=C(C=C1)C(C)C (4-{Cyclopentyl-[4-(4-isopropyl-phenyl)-thiazol-2-yl]-amino}-butyric acid), ester. Reaction SMILES: C[O:2][C:3](=[O:16])[CH2:4][CH2:5][CH2:6][N:7]([CH:11]1[CH2:15][CH2:14][CH2:13][CH2:12]1)[C:8]([NH2:10])=[S:9].Br[CH2:18][C:19]([C:21]1[CH:26]=[CH:25][C:24]([CH:27]([CH3:29])[CH3:28])=[CH:23][CH:22]=1)=O>>[CH:11]1([N:7]([C:8]2[S:9][CH:18]=[C:19]([C:21]3[CH:26]=[CH:25][C:24]([CH:27]([CH3:29])[CH3:28])=[CH:23][CH:22]=3)[N:10]=2)[CH2:6][CH2:5][CH2:4][C:3]([OH:2])=[O:16])[CH2:15][CH2:14][CH2:13][CH2:12]1. Procedure: 4-{Cyclopentyl-[4-(4-isopropyl-phenyl)-thiazol-2-yl]-amino}-butyric acid was prepared according to general procedure B using 4-(1-cyclopentyl-thioureido)-butyric acid methyl ester (70 mg, 0.3 mmol) and 2-bromo-4′-isopropylacetophenone (80.0 mg, 0.3 mmol). Purification (Silica gel, ethyl acetate/hexane 5:95) provided the ester, which was hydrolyzed following general procedure T. LCMS m/z: 374 (M+1)+. Starting materials: [H-].[Na+] (NaH), [Na+].[I-] (NaI), C(CC(=O)OCC=C)(=O)OCC=C (diallyl malonate), resultant compound, BrCCCC(=O)C1=C(C=C(C=C1C)C)C (4-bromo-1-(2,4,6-trimethylphenyl)-1-butanone), C(CC(=O)[O-])(=O)[O-] (malonate), OP(=O)(O)O (H3PO4), [Br-] (bromide). Run in C1CCOC1 (THF). Run at time 30 minute. Yields the product CC1=C(C(=CC(=C1)C)C)C(CCCC(C(=O)OCC=C)C(=O)OCC=C)=O (Diallyl 2-(4-(2,4,6-trimethylphenyl)-4-oxobutyl)malonate). RXN SMILES: [H-].[Na+].[Na+].[I-].[C:5]([O:14][CH2:15][CH:16]=[CH2:17])(=[O:13])[CH2:6][C:7]([O:9][CH2:10][CH:11]=[CH2:12])=[O:8].Br[CH2:19][CH2:20][CH2:21][C:22]([C:24]1[C:29]([CH3:30])=[CH:28][C:27]([CH3:31])=[CH:26][C:25]=1[CH3:32])=[O:23].OP(O)(O)=O.[Br-].C([O-])(=O)CC([O-])=O>C1COCC1>[CH3:32][C:25]1[CH:26]=[C:27]([CH3:31])[CH:28]=[C:29]([CH3:30])[C:24]=1[C:22](=[O:23])[CH2:21][CH2:20][CH2:19][CH:6]([C:7]([O:9][CH2:10][CH:11]=[CH2:12])=[O:8])[C:5]([O:14][CH2:15][CH:16]=[CH2:17])=[O:13] |f:0.1,2.3|. Procedure: To a slurry of NaH (60% in mineral oil, 0.36 g) and NaI (0.55 g) in dry THF (37 mL) was added diallyl malonate (3.2 g, 18.5 mmol). The resulting slurry was stirred at room temp. for 30 min., then 4-bromo-1-(2,4,6-trimethylphenyl)-1-butanone (1.0 g, 3.7mmol) was added. This mixture was heated at the reflux temperature for 18 h, cooled to room temp., and acidified with a 1M H3PO4 solution (10 mL). The resulting mixture was extracted with CH2Cl2 (2×100 mL). The combined organic phases were sequenti... Starting materials: O=C([O-])[O-], C1CCOC1, CC(=O)Nc1cc(N)c(C#N)c(Br)n1, [Na+], [Na+], CN(C)C=O, O, OB(O)Oc1ccccc1, c1ccc(P(c2ccccc2)(c2ccccc2)[Pd](P(c2ccccc2)(c2ccccc2)c2ccccc2)(P(c2ccccc2)(c2ccccc2)c2ccccc2)P(c2ccccc2)(c2ccccc2)c2ccccc2)cc1. The product is CC(=O)Nc1cc(N)c(C#N)c(-c2ccccc2)n1. RXN SMILES: [C:15](=[O:16])([O-:17])[O-:18].[CH2:36]1[O:37][CH2:38][CH2:39][CH2:40]1.[NH2:1][c:2]1[cH:3][c:4]([NH:11][C:12]([CH3:13])=[O:14])[n:5][c:6]([Br:10])[c:7]1[C:8]#[N:9].[Na+:19].[Na+:20].[O:31]=[CH:32][N:33]([CH3:34])[CH3:35].[OH2:41].[c:21]1([O:27][B:28]([OH:29])[OH:30])[cH:22][cH:23][cH:24][cH:25][cH:26]1.[cH:42]1[cH:43][cH:44][c:45]([P:46]([Pd:47]([P:48]([c:49]2[cH:50][cH:51][cH:52][cH:53][cH:54]2)([c:55]2[cH:56][cH:57][cH:58][cH:59][cH:60]2)[c:61]2[cH:62][cH:63][cH:64][cH:65][cH:66]2)([P:67]([c:68]2[cH:69][cH:70][cH:71][cH:72][cH:73]2)([c:74]2[cH:75][cH:76][cH:77][cH:78][cH:79]2)[c:80]2[cH:81][cH:82][cH:83][cH:84][cH:85]2)[P:86]([c:87]2[cH:88][cH:89][cH:90][cH:91][cH:92]2)([c:93]2[cH:94][cH:95][cH:96][cH:97][cH:98]2)[c:99]2[cH:100][cH:101][cH:102][cH:103][cH:104]2)([c:105]2[cH:106][cH:107][cH:108][cH:109][cH:110]2)[c:111]2[cH:112][cH:113][cH:114][cH:115][cH:116]2)[cH:117][cH:118]1>>[NH2:1][c:2]1[cH:3][c:4]([NH:11][C:12]([CH3:13])=[O:14])[n:5][c:6](-[c:21]2[cH:22][cH:23][cH:24][cH:25][cH:26]2)[c:7]1[C:8]#[N:9].